describe an organic reaction: reactants, conditions, products, and yield From a dataset of the Open Reaction Database (ORD), a public repository of structured organic reaction records. The reactants are NC1=CC(=C(OC2=C3C(=NC=C2)N(N=C3N3CCC(CC3)N(C)C)CC3=CC=C(C=C3)OC)C=C1)F (1-(4-(4-amino-2-fluorophenoxy)-1-(4-methoxybenzyl)-1H-pyrazolo[3,4-b]pyridin-3-yl)-N,N-dimethylpiperidin-4-amine), FC1=CC=C(C=C1)N1C(C2(CC2C1)C(=O)O)=O (3-(4-fluorophenyl)-2-oxo-3-aza-bicyclo[3.1.0]hexane-1-carboxylic acid), CCN=C=NCCCN(C)C (EDCI), C=1C=CC2=C(C1)N=NN2O (HOBT), [NH4+].[Cl-] (NH4Cl). The solvent is CN(C)C=O (DMF). Product: CN(C1CCN(CC1)C1=NN(C2=NC=CC(=C21)OC2=C(C=C(C=C2)NC(=O)C21C(N(CC1C2)C2=CC=C(C=C2)F)=O)F)CC2=CC=C(C=C2)OC)C (N-(4-(3-(4-(dimethylamino)piperidin-1-yl)-1-(4-methoxybenzyl)-1H-pyrazolo[3,4-b]pyridin-4-yloxy)-3-fluorophenyl)-3-(4-fluorophenyl)-2-oxo-3-azabicyclo[3.1.0]hexane-1-carboxamide). Yield: 53.7%. As a reaction SMILES: [NH2:1][C:2]1[CH:35]=[CH:34][C:5]([O:6][C:7]2[CH:12]=[CH:11][N:10]=[C:9]3[N:13]([CH2:25][C:26]4[CH:31]=[CH:30][C:29]([O:32][CH3:33])=[CH:28][CH:27]=4)[N:14]=[C:15]([N:16]4[CH2:21][CH2:20][CH:19]([N:22]([CH3:24])[CH3:23])[CH2:18][CH2:17]4)[C:8]=23)=[C:4]([F:36])[CH:3]=1.[F:37][C:38]1[CH:43]=[CH:42][C:41]([N:44]2[CH2:49][CH:48]3[C:46]([C:50](O)=[O:51])([CH2:47]3)[C:45]2=[O:53])=[CH:40][CH:39]=1.CCN=C=NCCCN(C)C.C1C=CC2N(O)N=NC=2C=1.[NH4+].[Cl-]>CN(C=O)C>[CH3:23][N:22]([CH3:24])[CH:19]1[CH2:20][CH2:21][N:16]([C:15]2[C:8]3[C:9](=[N:10][CH:11]=[CH:12][C:7]=3[O:6][C:5]3[CH:34]=[CH:35][C:2]([NH:1][C:50]([C:46]45[CH2:47][CH:48]4[CH2:49][N:44]([C:41]4[CH:42]=[CH:43][C:38]([F:37])=[CH:39][CH:40]=4)[C:45]5=[O:53])=[O:51])=[CH:3][C:4]=3[F:36])[N:13]([CH2:25][C:26]3[CH:27]=[CH:28][C:29]([O:32][CH3:33])=[CH:30][CH:31]=3)[N:14]=2)[CH2:17][CH2:18]1 |f:4.5|. Reported procedure: A solution of 1-(1-(4-methoxybenzyl)-4-(4-amino-2-fluorophenoxy)-1H-pyrazolo[3,4-b]pyridin-3-yl)-N,N-dimethylpiperidin-4-amine (39 mg, 0.079 mmol, obtained from Example 93, Step A), 3-(4-fluorophenyl)-2-oxo-3-aza-bicyclo[3.1.0]hexane-1-carboxylic acid (37 mg, 0.16 mmol), EDCI (91 mg, 0.48 mmol) and HOBT (64 mg, 0.48 mmol) was stirred in DMF (10 mL) for 12 hours. The reaction mixture was poured into saturated aqueous NH4Cl and extracted with EtOAc. The organic layer washed with NaHCO3, 10% aqueou... Product: ClC=1C=C(C=CC1Cl)NC=1N=CC(=NC1)CO ((5-(3,4-dichlorophenylamino)pyrazin-2-yl)methanol). Reported procedure: A suspension of methyl 5-((3,4-dichlorophenyl)amino)pyrazine-2-carboxylate (0.53 g, 1.778 mmol) in THF (18 mL) was cooled at −78° C. and 1M solution of DIBAL-H (5.33 ml, 5.33 mmol) in toluene was added. The mixture was stirred for 1.5 h while warming to room temperature. The reaction mixture was diluted with THF (20 mL) and quenched with Na2SO4.10H2O followed by a few drops of water. The mixture was stirred at room temperature for 18 h, then filtered through a pad of Celite topped with silica ge... Run at temperature -78 celsius, time 1.5 hour. As a reaction SMILES: [Cl:1][C:2]1[CH:3]=[C:4]([NH:9][C:10]2[N:11]=[CH:12][C:13]([C:16](OC)=[O:17])=[N:14][CH:15]=2)[CH:5]=[CH:6][C:7]=1[Cl:8].CC(C[AlH]CC(C)C)C>C1COCC1.C1(C)C=CC=CC=1>[Cl:1][C:2]1[CH:3]=[C:4]([NH:9][C:10]2[N:11]=[CH:12][C:13]([CH2:16][OH:17])=[N:14][CH:15]=2)[CH:5]=[CH:6][C:7]=1[Cl:8]. Solvent: C1(=CC=CC=C1)C (toluene), C1CCOC1 (THF), C1CCOC1 (THF). Isolated yield 61.0%. Reactants: solution, CC(C)C[AlH]CC(C)C (DIBAL-H), ClC=1C=C(C=CC1Cl)NC=1N=CC(=NC1)C(=O)OC (methyl 5-((3,4-dichlorophenyl)amino)pyrazine-2-carboxylate).